This data is from the Open Reaction Database (ORD), a public repository of structured organic reaction records. The task is: describe an organic reaction: reactants, conditions, products, and yield Reactants: O=c1c2c(Cl)cccc2cc(-c2cc(Br)co2)n1Cc1ccc(F)cc1F, O=C([O-])[O-], CCSc1cc(B2OC(C)(C)C(C)(C)O2)cc(C(F)(F)F)c1, C1CCOC1, [K+], [K+], O. Product: CCSc1cc(-c2coc(-c3cc4cccc(Cl)c4c(=O)n3Cc3ccc(F)cc3F)c2)cc(C(F)(F)F)c1. Reaction SMILES: [Br:7][c:8]1[cH:9][c:10](-[c:13]2[n:14]([CH2:25][c:26]3[c:27]([F:33])[cH:28][c:29]([F:32])[cH:30][cH:31]3)[c:15](=[O:24])[c:16]3[c:17]([Cl:23])[cH:18][cH:19][cH:20][c:21]3[cH:22]2)[o:11][cH:12]1.[C:1](=[O:2])([O-:3])[O-:4].[CH2:34]([CH3:35])[S:36][c:37]1[cH:38][c:39]([B:47]2[O:48][C:49]([CH3:50])([CH3:51])[C:52]([CH3:53])([CH3:54])[O:55]2)[cH:40][c:41]([C:43]([F:44])([F:45])[F:46])[cH:42]1.[CH2:57]1[O:58][CH2:59][CH2:60][CH2:61]1.[K+:5].[K+:6].[OH2:56]>>[c:8]1(-[c:39]2[cH:38][c:37]([S:36][CH2:34][CH3:35])[cH:42][c:41]([C:43]([F:44])([F:45])[F:46])[cH:40]2)[cH:9][c:10](-[c:13]2[n:14]([CH2:25][c:26]3[c:27]([F:33])[cH:28][c:29]([F:32])[cH:30][cH:31]3)[c:15](=[O:24])[c:16]3[c:17]([Cl:23])[cH:18][cH:19][cH:20][c:21]3[cH:22]2)[o:11][cH:12]1. RXN SMILES: [H-].[Al+3].[Li+].[H-].[H-].[H-].[CH2:7]([CH:10]1[CH2:15][CH:14]([C:16](OCC)=[O:17])[CH:13]([C:21]2[CH:26]=[CH:25][C:24]([C:27]3[CH:32]=[C:31]([F:33])[C:30]([F:34])=[C:29]([F:35])[CH:28]=3)=[CH:23][C:22]=2[OH:36])[CH2:12][CH2:11]1)[CH2:8][CH3:9]>C1COCC1>[F:33][C:31]1[CH:32]=[C:27]([C:24]2[CH:25]=[CH:26][C:21]([CH:13]3[CH2:12][CH2:11][CH:10]([CH2:7][CH2:8][CH3:9])[CH2:15][CH:14]3[CH2:16][OH:17])=[C:22]([OH:36])[CH:23]=2)[CH:28]=[C:29]([F:35])[C:30]=1[F:34] |f:0.1.2.3.4.5|. Procedure: 903 mg (23.8 mmol) of lithium aluminium hydride are initially introduced in 20 ml of THF, and a solution of 10 g (23.8 mmol) of ethyl 5-propyl-2-(3′,4′,5′-trifluoro-3-hydroxybiphenyl-4-yl)cyclohexanecarboxylate in 50 ml of THF is added dropwise with ice-cooling. The cooling is removed, and the batch is stirred at room temp. for 3 h, refluxed for 1 h and added to ice. After acidification using 2M sulfuric acid, the mixture is extracted three times with MTB ether, the combined org. phases are wash... Yields the product FC=1C=C(C=C(C1F)F)C1=CC(=C(C=C1)C1C(CC(CC1)CCC)CO)O (3′,4′,5′-trifluoro-4-(2-hydroxymethyl-4-propylcyclohexyl)biphenyl-3-ol). Reaction conditions: time 3 hour. Solvent: C1CCOC1 (THF), C1CCOC1 (THF). The reactants are [H-].[Al+3].[Li+].[H-].[H-].[H-] (lithium aluminium hydride), C(CC)C1CCC(C(C1)C(=O)OCC)C1=C(C=C(C=C1)C1=CC(=C(C(=C1)F)F)F)O (ethyl 5-propyl-2-(3′,4′,5′-trifluoro-3-hydroxybiphenyl-4-yl)cyclohexanecarboxylate). Starting materials: C(C(C)C)OC(=O)NC(C(=O)O)CC1=CC=CC=C1 (2-isobutoxycarbonylamino-3-phenyl-propionic acid), ClCCl (dichloromethane), S(=O)(Cl)Cl (thionyl chloride). The solvent is CN(C=O)C (dimethylformamide). Yields the product C(C(C)C)OC(NC(CC1=CC=CC=C1)C(=O)Cl)=O ((1-chlorocarbonyl-2-phenylethan-1-yl)-carbamic acid isobutyl ester). Reaction SMILES: [CH2:1]([O:5][C:6]([NH:8][CH:9]([CH2:13][C:14]1[CH:19]=[CH:18][CH:17]=[CH:16][CH:15]=1)[C:10](O)=[O:11])=[O:7])[CH:2]([CH3:4])[CH3:3].[Cl:20]CCl.S(Cl)(Cl)=O>CN(C)C=O>[CH2:1]([O:5][C:6](=[O:7])[NH:8][CH:9]([C:10]([Cl:20])=[O:11])[CH2:13][C:14]1[CH:19]=[CH:18][CH:17]=[CH:16][CH:15]=1)[CH:2]([CH3:4])[CH3:3]. Procedure details: A solution of 2-isobutoxycarbonylamino-3-phenyl-propionic acid (5 gm), dichloromethane (25 mL) and dimethylformamide (0.5 mL) was cooled to 0-5° C. To the resulting solution, thionyl chloride (1.5 mL) was added at same temperature. The solvent was distilled out completely to obtain the title compound. Reactants: ClCCl, CCCC[N+](CCCC)(CCCC)CCCC, CC1=CCCC(C)(CO)O1, ClCc1ccccc1, [Na+], [OH-], O, O=S(=O)([O-])O. Product: CC1=CCCC(C)(COCc2ccccc2)O1. Reaction SMILES: [CH2:21]([Cl:22])[Cl:23].[CH2:29]([N+:30]([CH2:31][CH2:32][CH2:33][CH3:34])([CH2:35][CH2:36][CH2:37][CH3:38])[CH2:39][CH2:40][CH2:41][CH3:42])[CH2:43][CH2:44][CH3:45].[CH3:1][C:2]1([CH2:9][OH:10])[O:3][C:4]([CH3:8])=[CH:5][CH2:6][CH2:7]1.[Cl:11][CH2:12][c:13]1[cH:14][cH:15][cH:16][cH:17][cH:18]1.[Na+:20].[OH-:19].[OH2:46].[S:24]([O-:25])([OH:26])(=[O:27])=[O:28]>>[CH3:1][C:2]1([CH2:9][O:10][CH2:12][c:13]2[cH:14][cH:15][cH:16][cH:17][cH:18]2)[O:3][C:4]([CH3:8])=[CH:5][CH2:6][CH2:7]1. Starting materials: CCO, ClCCl, O=C1c2ccccc2C(=O)N1CCC#Cc1cccc(CF)n1, NN, O. Yields the product NCCC#Cc1cccc(CF)n1. As a reaction SMILES: [CH3:30][CH2:31][OH:32].[Cl:27][CH2:28][Cl:29].[F:4][CH2:5][c:6]1[cH:7][cH:8][cH:9][c:10]([C:12]#[C:13][CH2:14][CH2:15][N:16]2[C:17](=[O:18])[c:19]3[c:20]([cH:21][cH:22][cH:23][cH:24]3)[C:25]2=[O:26])[n:11]1.[NH2:2][NH2:3].[OH2:1]>>[F:4][CH2:5][c:6]1[cH:7][cH:8][cH:9][c:10]([C:12]#[C:13][CH2:14][CH2:15][NH2:16])[n:11]1. Reaction SMILES: [NH:1]1[C:5](=[O:6])[CH2:4][CH2:3][C@H:2]1[C:7]([OH:9])=[O:8].Cl(O)(=O)(=O)=O.C([O-])(O)=O.[Na+].C(O[C:24]([CH3:27])([CH3:26])[CH3:25])(=O)C>>[O:6]=[C:5]1[NH:1][C@H:2]([C:7]([O:9][C:24]([CH3:27])([CH3:26])[CH3:25])=[O:8])[CH2:3][CH2:4]1 |f:2.3|. The yield is 72.0%. Starting materials: C(=O)(O)[O-].[Na+] (NaHCO3), N1[C@@H](CCC1=O)C(=O)O (L-pyroglutamic acid), C(C)(=O)OC(C)(C)C (t-butyl acetate), C(=O)(O)[O-].[Na+] (NaHCO3), Cl(=O)(=O)(=O)O (perchloric acid). Run at time 20 hour. Procedure details: To a suspension of L-pyroglutamic acid (13.2 g, 102 mmol) in t-butyl acetate (200 mL), was added perchloric acid (70%, 9.7 mL, 113 mmol). The mixture was stirred at rt for 20 h, then poured into sat. NaHCO3. NaHCO3 (s) was added until neutral. The aqueous phase was extracted with EtOAc (6×). The combined organic extract was dried (Na2SO4) and concentrated to afford 13.68 g (72%) of the title compound, 1a. 1H NMR (300 MHz, CDCl3) δ 6.17 (br s, 1H), 4.13 (dd, J=7.4, 5.2, 1H), 2.44–2.31 (m, 3H), 2.... The product is O=C1CC[C@H](N1)C(=O)OC(C)(C)C (tert-butyl (S)-5-oxo-2-pyrrolidinecarboxylate).